describe an organic reaction: reactants, conditions, products, and yield From a dataset of the Open Reaction Database (ORD), a public repository of structured organic reaction records. Starting materials: CN(C)C=O, Cc1oc(-c2ccccc2)nc1COc1ccc(CCl)cn1, [H-], [Na+], O, CCOC(=O)c1c[nH]nc1-c1ccccc1. Yields the product CCOC(=O)c1cn(Cc2ccc(OCc3nc(-c4ccccc4)oc3C)nc2)nc1-c1ccccc1. RXN SMILES: [CH3:41][N:42]([CH3:43])[CH:44]=[O:45].[Cl:19][CH2:20][c:21]1[cH:22][cH:23][c:24]([O:27][CH2:28][c:29]2[n:30][c:31](-[c:35]3[cH:36][cH:37][cH:38][cH:39][cH:40]3)[o:32][c:33]2[CH3:34])[n:25][cH:26]1.[H-:1].[Na+:2].[OH2:46].[c:3]1(-[c:9]2[n:10][nH:11][cH:12][c:13]2[C:14](=[O:15])[O:16][CH2:17][CH3:18])[cH:4][cH:5][cH:6][cH:7][cH:8]1>>[c:3]1(-[c:9]2[n:10][n:11]([CH2:20][c:21]3[cH:22][cH:23][c:24]([O:27][CH2:28][c:29]4[n:30][c:31](-[c:35]5[cH:36][cH:37][cH:38][cH:39][cH:40]5)[o:32][c:33]4[CH3:34])[n:25][cH:26]3)[cH:12][c:13]2[C:14](=[O:15])[O:16][CH2:17][CH3:18])[cH:4][cH:5][cH:6][cH:7][cH:8]1. Reactants: ClC1=NC=C(C=N1)C(C)=O (1-(2-chloropyrimidin-5-yl)ethanone), C[Mg+].[Br-] (MeMgBr). The solvent is C1CCOC1 (THF). Conditions: temperature -78 celsius, time 20 minute. Product: ClC1=NC=C(C=N1)C(C)(C)O (2-(2-chloropyrimidin-5-yl)propan-2-ol). Isolated yield 51.1%. Reaction SMILES: [Cl:1][C:2]1[N:7]=[CH:6][C:5]([C:8](=[O:10])[CH3:9])=[CH:4][N:3]=1.[CH3:11][Mg+].[Br-]>C1COCC1>[Cl:1][C:2]1[N:7]=[CH:6][C:5]([C:8]([OH:10])([CH3:11])[CH3:9])=[CH:4][N:3]=1 |f:1.2|. Reported procedure: To a solution of 1-(2-chloropyrimidin-5-yl)ethanone (268 mg, 1.7 mmol) in THF (20 mL) was added MeMgBr (2.68 mL, 8.04 mmol) at −78° C. under nitrogen. The solution was stirred at −78° C. for 20 min, quenched with satd aq NH4Cl, and extracted with EtOAc. The combined organic layer was dried over anhydrous Na2SO4 and concentrated to give an oil, which was purified by prep TLC (PE:EA 3:1) to give 2-(2-chloropyrimidin-5-yl)propan-2-ol (150 mg, yield 51%). The reactants are ClC1=CC=C(CNC2=NC=CC=C2[N+](=O)[O-])C=C1 (2-(4-chlorobenzyl) amino-3-nitropyridine), O.O.[Sn](Cl)Cl (tin(II) chloride dihydrate), [BH4-].[Na+] (sodium borohydride), C(C)(=O)OCC (ethyl acetate). Solvent: CC(C)(C)O (2-methyl-2-propanol). The product is NC=1C(=NC=CC1)NCC1=CC=C(C=C1)Cl (3-Amino-2-(4-chlorobenzyl)aminopyridine). RXN SMILES: [Cl:1][C:2]1[CH:18]=[CH:17][C:5]([CH2:6][NH:7][C:8]2[C:13]([N+:14]([O-])=O)=[CH:12][CH:11]=[CH:10][N:9]=2)=[CH:4][CH:3]=1.O.O.[Sn](Cl)Cl.[BH4-].[Na+].C(OCC)(=O)C>CC(O)(C)C>[NH2:14][C:13]1[C:8]([NH:7][CH2:6][C:5]2[CH:17]=[CH:18][C:2]([Cl:1])=[CH:3][CH:4]=2)=[N:9][CH:10]=[CH:11][CH:12]=1 |f:1.2.3,4.5|. Procedure: A procedure similar to that described in Preparation 42 was repeated, except that 5.00 g of 2-(4-chlorobenzyl) amino-3-nitropyridine (prepared as described in Preparation 52), 21.4 g of tin(II) chloride dihydrate, 0.36 g of sodium borohydride and 150 ml of a 9:1 by volume mixture of ethyl acetate and 2-methyl-2-propanol were used, to give the title compound as a crude product. This crude product was crystallized by trituration with a mixture of ethyl acetate and hexane, to give 3.55 g of the tit... Reactants: C(C)(=O)OCC=1N=C2S(CCN2C1)(=O)=O (6-Acetoxymethyl-2,3-dihydroimidazo[2,1-b]thiazole-1,1-dioxide), N (ammonia). Run at time 2.5 hour. Product: OCC=1N=C2S(CCN2C1)(=O)=O (2,3-Dihydro-6-hydroxymethylimidazo[2,1-b]thiazole-1,1-dioxide). RXN SMILES: C([O:4][CH2:5][C:6]1[N:7]=[C:8]2[N:12]([CH:13]=1)[CH2:11][CH2:10][S:9]2(=[O:15])=[O:14])(=O)C.N>>[OH:4][CH2:5][C:6]1[N:7]=[C:8]2[N:12]([CH:13]=1)[CH2:11][CH2:10][S:9]2(=[O:15])=[O:14]. Procedure: 6-Acetoxymethyl-2,3-dihydroimidazo[2,1-b]thiazole-1,1-dioxide (305 mg, 1.33 mmol) was treated with methanolic ammonia (prepared by saturating methanol (20 ml) with ammonia gas then diluting with more methanol (20 ml)) at room temperature. After 2.5 h, the volatiles were removed under reduced pressure and the residue triturated with diethyl ether and the resulting solid collected by filtration, washed with diethyl ether and dried in air (207 mg, 83%) (Found: M30 188.0256. C6H8N2O3S requires M 188...